From a dataset of the Open Reaction Database (ORD), a public repository of structured organic reaction records. describe an organic reaction: reactants, conditions, products, and yield Starting materials: C(C1=CC=CC=C1)(=O)NC(=S)NC1=C(N=CN1OCCCOCC1=CC=CC=C1)C(=O)N (5-(N'-benzoylthiocarbamoyl)amino-1-(3-benzyloxyprop-1-oxy)imidazole-4-carboxamide), [OH-].[Na+] (sodium hydroxide), CI (methyl iodide). Solvent: C(C)(=O)O (acetic acid). Conditions: temperature 20 celsius, time 16 hour. Yields the product C(C1=CC=CC=C1)(=O)NC(=SC)NC1=C(N=CN1OCCCOCC1=CC=CC=C1)C(=O)N (5-(N'-Benzoyl-S-methylthiocarbamoyl)amino-1-(3-benzyloxyprop-1-oxy)imidazole-4-carboxamide). The yield is 89.8%. Reaction SMILES: [C:1]([NH:9][C:10]([NH:12][C:13]1[N:17]([O:18][CH2:19][CH2:20][CH2:21][O:22][CH2:23][C:24]2[CH:29]=[CH:28][CH:27]=[CH:26][CH:25]=2)[CH:16]=[N:15][C:14]=1[C:30]([NH2:32])=[O:31])=[S:11])(=[O:8])[C:2]1[CH:7]=[CH:6][CH:5]=[CH:4][CH:3]=1.[OH-].[Na+].[CH3:35]I>C(O)(=O)C>[C:1]([NH:9][C:10]([NH:12][C:13]1[N:17]([O:18][CH2:19][CH2:20][CH2:21][O:22][CH2:23][C:24]2[CH:25]=[CH:26][CH:27]=[CH:28][CH:29]=2)[CH:16]=[N:15][C:14]=1[C:30]([NH2:32])=[O:31])=[SH:11][CH3:35])(=[O:8])[C:2]1[CH:3]=[CH:4][CH:5]=[CH:6][CH:7]=1 |f:1.2|. Reported procedure: A mixture of 5-(N'-benzoylthiocarbamoyl)amino-1-(3-benzyloxyprop-1-oxy)imidazole-4-carboxamide (2.9 g, 6.4 mmol), 0.1N sodium hydroxide solution (100 ml) and methyl iodide (0.64 ml; 10.3 mmol) was stirred at 20° C. for 16 hours and then the solution adjusted to pH 5 with glacial acetic acid. After several extractions with chloroform, the combined extracts were dried (magnesium sulphate) and evaporated to a syrup. Column chromatography on silica gel (eluted with chloroformethanol, 30:1) afforded ... Starting materials: Intermediate 11, FC1=C(C(=O)OC)C(=CC=C1NC(=O)OCC=C)F (methyl 2,6-difluoro-3-{[(2-propen-1-yloxy)carbonyl]amino}benzoate), ClC1=NC=CC(=N1)C (2-chloro-4-methylpyrimidine). Yields the product ClC1=NC=CC(=N1)CC(=O)C=1C(=C(C=CC1F)NC(OCC=C)=O)F (2-Propen-1-yl {3-[(2-chloro-4-pyrimidinyl)acetyl]-2,4-difluorophenyl}carbamate). The yield is 60.2%. As a reaction SMILES: [F:1][C:2]1[C:11]([NH:12][C:13]([O:15][CH2:16][CH:17]=[CH2:18])=[O:14])=[CH:10][CH:9]=[C:8]([F:19])[C:3]=1[C:4]([O:6]C)=O.[Cl:20][C:21]1[N:26]=[C:25]([CH3:27])[CH:24]=[CH:23][N:22]=1>>[Cl:20][C:21]1[N:26]=[C:25]([CH2:27][C:4]([C:3]2[C:2]([F:1])=[C:11]([NH:12][C:13](=[O:14])[O:15][CH2:16][CH:17]=[CH2:18])[CH:10]=[CH:9][C:8]=2[F:19])=[O:6])[CH:24]=[CH:23][N:22]=1. Procedure: Following a procedure analogous to the procedure described in Intermediate 11 using methyl 2,6-difluoro-3-{[(2-propen-1-yloxy)carbonyl]amino}benzoate (80 g, 295 mmol) and 2-chloro-4-methylpyrimidine (41.6 g, 324 mmol) the title compound of Step E was obtained (65 g, 60.2% yield). 1H NMR (400 MHz, DMSO-d6) δ ppm 9.49-9.60 (m, 1H), 8.72-8.77 (m, 0.3H), 8.58-8.64 (m, 0.6H), 7.57-7.83 (m, 2H), 7.15-7.25 (m, 1H), 5.89-6.01 (m, 1H), 5.75-5.82 (m, 0.6H), 5.20-5.40 (m, 2H), 4.55-4.62 (m, 2H), m/z (ES+):... The reactants are C=O (formaldehyde), ClC1=CC=C(C=C1)C=1C(NN(C1C1=CC=NC=C1)C1CCNCC1)=O (4-(4-chlorophenyl)-1-piperidin-4-yl-5-pyridin-4-yl-1,2-dihydro-pyrazol-3-one), [BH4-].[Na+] (sodium borohydride). The solvent is CO (methanol). Run at time 1 hour. The product is ClC1=CC=C(C=C1)C=1C(NN(C1C1=CC=NC=C1)C1CCN(CC1)C)=O (4-(4-Chlorophenyl)-1-(1-methyl-piperidin-4-yl)-5-pyridin-4-yl-1,2-dihydro-pyrazol-3-one). Reaction SMILES: [Cl:1][C:2]1[CH:7]=[CH:6][C:5]([C:8]2[C:9](=[O:25])[NH:10][N:11]([CH:19]3[CH2:24][CH2:23][NH:22][CH2:21][CH2:20]3)[C:12]=2[C:13]2[CH:18]=[CH:17][N:16]=[CH:15][CH:14]=2)=[CH:4][CH:3]=1.[CH2:26]=O.[BH4-].[Na+]>CO>[Cl:1][C:2]1[CH:7]=[CH:6][C:5]([C:8]2[C:9](=[O:25])[NH:10][N:11]([CH:19]3[CH2:20][CH2:21][N:22]([CH3:26])[CH2:23][CH2:24]3)[C:12]=2[C:13]2[CH:14]=[CH:15][N:16]=[CH:17][CH:18]=2)=[CH:4][CH:3]=1 |f:2.3|. Procedure details: A solution of 4-(4-chlorophenyl)-1-piperidin-4-yl-5-pyridin-4-yl-1,2-dihydro-pyrazol-3-one (0.12 g, 0.34 mmol) in anhydrous methanol (3 mL) was cooled to 0° C. in an ice-water bath and added formaldehyde (3 mL; 37 wt. % in water), followed by sodium borohydride (0.039 g, 1 mmol). After stirring for 1 hour, the reaction was quenched with water and diluted with methylene chloride. The organic layer was washed with brine, dried (Na2SO4), and concentrated in vacuo. The title compound was isolated as... Run in O1CCOCC1 (1,4-dioxane). As a reaction SMILES: [C:1](=[NH:23])([O:3][CH2:4][CH2:5][C:6]1[CH:11]=[CH:10][C:9]([O:12][C:13]2[CH:18]=[CH:17][C:16]([C:19]([F:22])([F:21])[F:20])=[CH:15][N:14]=2)=[CH:8][CH:7]=1)[NH2:2].FC(F)(F)C([O-])=O.[CH:31]([CH:33]([CH2:38][C:39]1[CH:40]=[N:41][C:42]([O:45][CH3:46])=[N:43][CH:44]=1)[C:34](OC)=O)=[O:32].C([O-])([O-])=O.[K+].[K+]>O1CCOCC1>[CH3:46][O:45][C:42]1[N:41]=[CH:40][C:39]([CH2:38][C:33]2[C:31](=[O:32])[N:23]=[C:1]([O:3][CH2:4][CH2:5][C:6]3[CH:7]=[CH:8][C:9]([O:12][C:13]4[CH:18]=[CH:17][C:16]([C:19]([F:22])([F:21])[F:20])=[CH:15][N:14]=4)=[CH:10][CH:11]=3)[NH:2][CH:34]=2)=[CH:44][N:43]=1 |f:3.4.5|. Reported procedure: To the solution of 4-((5-(trifluoromethyl)pyridin-2-yl)oxy)phenethyl carbamimidate, Trifluoroacetate (600 mg, 1.369 mmol) and methyl 2-formyl-3-(2-methoxypyrimidin-5-yl)propanoate (246 mg, 1.095 mmol) in 1,4-dioxane (6 mL) was added K2CO3 (757 mg, 5.48 mmol). The mixture was heated with a microwave reactor at 80° C. for 0.5 h. Purification via MDAP then afforded the title compound (2 mg, 0.293 yield). LCMS: rt=3.09 min, [M+H+]=500 The product is COC1=NC=C(C=N1)CC=1C(N=C(NC1)OCCC1=CC=C(C=C1)OC1=NC=C(C=C1)C(F)(F)F)=O (5-((2-methoxypyrimidin-5-yl)methyl)-2-(4-((5-(trifluoromethyl)pyridin-2-yl)oxy)phenethoxy)pyrimidin-4(1H)-one). The reactants are C(N)(OCCC1=CC=C(C=C1)OC1=NC=C(C=C1)C(F)(F)F)=N (4-((5-(trifluoromethyl)pyridin-2-yl)oxy)phenethyl carbamimidate), FC(C(=O)[O-])(F)F (Trifluoroacetate), C(=O)C(C(=O)OC)CC=1C=NC(=NC1)OC (methyl 2-formyl-3-(2-methoxypyrimidin-5-yl)propanoate), C(=O)([O-])[O-].[K+].[K+] (K2CO3). Run at temperature 80 celsius. Reactants: C(C)OC(CN=C=N[Si](C)(C)C)OCC (1-(2,2-diethoxyethyl)-3-trimethylsilylcarbodiimide), S(O)(O)(=O)=O (sulphuric acid), S(O)(O)(=O)=O (sulphuric acid), trimethylsilyl 3-acetoxymethyl-7-[2-(2,2-diethoxyethyl)-3-trimethylsilyl]guanidinoceph-3-em-4-carboxylate, C[Si](NC(=C)O[Si](C)(C)C)(C)C (N-trimethylsilyl-1-trimethylsilyloxyvinylamine), NC1[C@@H]2N(C(=C(CS2)COC(C)=O)C(=O)O)C1=O (7-amino-3-acetoxymethylceph-3-em-4-carboxylic acid), C(C)OC(CN=C=N[Si](C)(C)C)OCC (1-(2,2-diethoxyethyl)-3-trimethylsilylcarbodiimide). The solvent is ice, C(C)#N (acetonitrile). Run at time 2.5 hour. Product: C(C)(=O)OCC=1CS[C@H]2N(C1C(=O)O)C(C2NC=2NC=CN2)=O (3-acetoxymethyl-7-(imidazol-2-yl)aminoceph-3-em-4-carboxylic acid). The yield is 58.3%. Reaction SMILES: [NH2:1][CH:2]1[C:17](=[O:18])[N:4]2[C:5]([C:14]([OH:16])=[O:15])=[C:6]([CH2:9][O:10][C:11](=[O:13])[CH3:12])[CH2:7][S:8][C@H:3]12.C[Si](C)(C)NC(O[Si](C)(C)C)=C.C(O[CH:34](OCC)[CH2:35][N:36]=[C:37]=[N:38][Si](C)(C)C)C.S(=O)(=O)(O)O>C(#N)C>[C:11]([O:10][CH2:9][C:6]1[CH2:7][S:8][C@@H:3]2[CH:2]([NH:1][C:37]3[NH:36][CH:35]=[CH:34][N:38]=3)[C:17](=[O:18])[N:4]2[C:5]=1[C:14]([OH:16])=[O:15])(=[O:13])[CH3:12]. Procedure: To a stirred mixture of 7-amino-3-acetoxymethylceph-3-em-4-carboxylic acid (5.44 g.) and acetonitrile (25 ml.) under argon at ambient temperature (22°-24°) was added N-trimethylsilyl-1-trimethylsilyloxyvinylamine (4.93 ml.) over 2 minutes and the mixture stirred at ambient temperatures for 2.5 hours to give a clear orange solution. To this solution, cooled in ice, was added 1-(2,2-diethoxyethyl)-3-trimethylsilylcarbodiimide (4.6 g.) over 2 minutes, followed by conc. sulphuric acid (1.06 ml.) ove...